From a dataset of the Open Reaction Database (ORD), a public repository of structured organic reaction records. describe an organic reaction: reactants, conditions, products, and yield The reactants are CCOP(=O)(OCC)C(Cl)=Cc1cc(N)c(F)cc1Cl, Cl, O=N[O-], [Na+], O, O, O, Cl[Sn]Cl. As a reaction SMILES: [Cl:1][C:2](=[CH:3][c:4]1[c:5]([Cl:12])[cH:6][c:7]([F:11])[c:8]([NH2:10])[cH:9]1)[P:13]([O:14][CH2:15][CH3:16])([O:17][CH2:18][CH3:19])=[O:20].[ClH:30].[N:21]([O-:22])=[O:23].[Na+:24].[OH2:25].[OH2:26].[OH2:31].[Sn:27]([Cl:28])[Cl:29]>>[Cl:1][C:2](=[CH:3][c:4]1[c:5]([Cl:12])[cH:6][c:7]([F:11])[c:8]([NH:10][NH2:21])[cH:9]1)[P:13]([O:14][CH2:15][CH3:16])([O:17][CH2:18][CH3:19])=[O:20]. Yields the product CCOP(=O)(OCC)C(Cl)=Cc1cc(NN)c(F)cc1Cl. The reactants are Cc1ccc(-c2c(OCCOc3ncc(Br)cn3)nn(C)c2NS(=O)(=O)c2ccc(C(C)(C)C)cc2)cc1, CCCC[Sn](CCCC)(CCCC)c1cccs1, C1COCCO1, CCOC(C)=O. Product: Cc1ccc(-c2c(OCCOc3ncc(-c4cccs4)cn3)nn(C)c2NS(=O)(=O)c2ccc(C(C)(C)C)cc2)cc1. RXN SMILES: [Br:1][c:2]1[cH:3][n:4][c:5]([O:8][CH2:9][CH2:10][O:11][c:12]2[n:13][n:14]([CH3:38])[c:15]([NH:24][S:25](=[O:26])(=[O:27])[c:28]3[cH:29][cH:30][c:31]([C:34]([CH3:35])([CH3:36])[CH3:37])[cH:32][cH:33]3)[c:16]2-[c:17]2[cH:18][cH:19][c:20]([CH3:23])[cH:21][cH:22]2)[n:6][cH:7]1.[CH2:39]([Sn:40]([CH2:41][CH2:42][CH2:43][CH3:49])([c:44]1[s:45][cH:46][cH:47][cH:48]1)[CH2:50][CH2:51][CH2:52][CH3:53])[CH2:54][CH2:55][CH3:56].[CH2:57]1[O:58][CH2:59][CH2:60][O:61][CH2:62]1.[CH3:63][CH2:64][O:65][C:66](=[O:67])[CH3:68]>>[c:2]1(-[c:44]2[s:45][cH:46][cH:47][cH:48]2)[cH:3][n:4][c:5]([O:8][CH2:9][CH2:10][O:11][c:12]2[n:13][n:14]([CH3:38])[c:15]([NH:24][S:25](=[O:26])(=[O:27])[c:28]3[cH:29][cH:30][c:31]([C:34]([CH3:35])([CH3:36])[CH3:37])[cH:32][cH:33]3)[c:16]2-[c:17]2[cH:18][cH:19][c:20]([CH3:23])[cH:21][cH:22]2)[n:6][cH:7]1. Reactants: C1CCOC1, CCCCCCCCCCCCOc1ccc(CCn2c(C)ccc2-c2ccc(OC(Cc3ccccc3)C(=O)OCC)cc2)cc1, CO, Cl, [K+], [OH-]. The product is CCCCCCCCCCCCOc1ccc(CCn2c(C)ccc2-c2ccc(OC(Cc3ccccc3)C(=O)O)cc2)cc1. RXN SMILES: [CH2:51]1[O:52][CH2:53][CH2:54][CH2:55]1.[CH3:1][c:2]1[cH:3][cH:4][c:5](-[c:28]2[cH:29][cH:30][c:31]([O:32][CH:33]([C:34](=[O:35])[O:36][CH2:37][CH3:38])[CH2:39][c:40]3[cH:41][cH:42][cH:43][cH:44][cH:45]3)[cH:46][cH:47]2)[n:6]1[CH2:7][CH2:8][c:9]1[cH:10][cH:11][c:12]([O:15][CH2:16][CH2:17][CH2:18][CH2:19][CH2:20][CH2:21][CH2:22][CH2:23][CH2:24][CH2:25][CH2:26][CH3:27])[cH:13][cH:14]1.[CH3:56][OH:57].[ClH:50].[K+:49].[OH-:48]>>[CH3:1][c:2]1[cH:3][cH:4][c:5](-[c:28]2[cH:29][cH:30][c:31]([O:32][CH:33]([C:34](=[O:35])[OH:36])[CH2:39][c:40]3[cH:41][cH:42][cH:43][cH:44][cH:45]3)[cH:46][cH:47]2)[n:6]1[CH2:7][CH2:8][c:9]1[cH:10][cH:11][c:12]([O:15][CH2:16][CH2:17][CH2:18][CH2:19][CH2:20][CH2:21][CH2:22][CH2:23][CH2:24][CH2:25][CH2:26][CH3:27])[cH:13][cH:14]1. Reactants: resultant mixture, C(C)OC1=C(C=2C(C(C3=C(C(=CC=C3C2C=C1)CCC)F)O)O)F (2-ethoxy-1,8-difluoro-7-propyl-9,10-dihydrophenanthrene-9,10-diol), resultant mixture. The solvent is CS(=O)C (DMSO). Product: C(C)OC1=C(C=2C(C(C3=C(C(=CC=C3C2C=C1)CCC)F)=O)=O)F (2-ethoxy-1,8-difluoro-7-propylphenanthrene-9,10-dione). The yield is 34.5%. As a reaction SMILES: [CH2:1]([O:3][C:4]1[CH:17]=[CH:16][C:15]2[C:14]3[C:9](=[C:10]([F:21])[C:11]([CH2:18][CH2:19][CH3:20])=[CH:12][CH:13]=3)[CH:8]([OH:22])[CH:7]([OH:23])[C:6]=2[C:5]=1[F:24])[CH3:2]>CS(C)=O>[CH2:1]([O:3][C:4]1[CH:17]=[CH:16][C:15]2[C:14]3[C:9](=[C:10]([F:21])[C:11]([CH2:18][CH2:19][CH3:20])=[CH:12][CH:13]=3)[C:8](=[O:22])[C:7](=[O:23])[C:6]=2[C:5]=1[F:24])[CH3:2]. Procedure: IBX (31.5 g, 112.5 mmol) was added to 100 mL of DMSO, and the resultant mixture was agitated at room temperature for 30 minutes, and then compound (57) (9.4 g, 28.11 mmol) was added and the resultant mixture was further agitated for 3 hours. The reaction mixture was filtered, 200 mL of water was added to a filtrate, and the resultant mixture was extracted with 100 mL of ethyl acetate three times. Combined organic layers were washed with a saturated aqueous solution of sodium hydrogencarbonate, w...